Task: describe an organic reaction: reactants, conditions, products, and yield. Dataset: the Open Reaction Database (ORD), a public repository of structured organic reaction records Reaction SMILES: [C:35](=[O:36])([O-:37])[O-:38].[CH3:1][c:2]1[c:3]([CH2:4][NH:5][c:6]2[c:7]3[n:8]([cH:9][cH:10][cH:11]2)[c:12]([CH2:16][C:17]#[CH:18])[c:13]([CH3:15])[n:14]3)[c:19]([NH:23][C:24](=[S:25])[NH:26][C:27](=[O:28])[c:29]2[cH:30][cH:31][cH:32][cH:33][cH:34]2)[cH:20][cH:21][cH:22]1.[CH3:41][OH:42].[K+:39].[K+:40].[O:43]1[CH2:44][CH2:45][CH2:46][CH2:47]1.[OH2:48]>>[CH3:1][c:2]1[c:3]([CH2:4][NH:5][c:6]2[c:7]3[n:8]([cH:9][cH:10][cH:11]2)[c:12]([CH2:16][C:17]#[CH:18])[c:13]([CH3:15])[n:14]3)[c:19]([NH:23][C:24](=[S:25])[NH2:26])[cH:20][cH:21][cH:22]1. Starting materials: O=C([O-])[O-], C#CCc1c(C)nc2c(NCc3c(C)cccc3NC(=S)NC(=O)c3ccccc3)cccn12, CO, [K+], [K+], C1CCOC1, O. Product: C#CCc1c(C)nc2c(NCc3c(C)cccc3NC(N)=S)cccn12. The reactants are C(C1=CC=CC=C1)(=O)N1C[C@@H](CC1)NC ((R)-(1-benzoyl-pyrrolidin-3-yl)-methyl-amine), C1(=CC=CC=C1)C(C1=CC=CC=C1)N=C=O (diphenylmethyl isocyanate). Solvent: C(Cl)Cl (CH2Cl2). Run at time 8 hour. Product: C(C1=CC=CC=C1)(C1=CC=CC=C1)NC(N(C)[C@H]1CN(CC1)CC1=CC=CC=C1)=O ((R)-3-Benzhydryl-1-(1-benzyl-pyrrolidin-3-yl)-1-methyl-urea). Yield: 96.8%. As a reaction SMILES: [C:1]([N:9]1[CH2:13][CH2:12][C@@H:11]([NH:14][CH3:15])[CH2:10]1)(=O)[C:2]1[CH:7]=[CH:6][CH:5]=[CH:4][CH:3]=1.[C:16]1([CH:22]([N:29]=[C:30]=[O:31])[C:23]2[CH:28]=[CH:27][CH:26]=[CH:25][CH:24]=2)[CH:21]=[CH:20][CH:19]=[CH:18][CH:17]=1>C(Cl)Cl>[CH:22]([NH:29][C:30](=[O:31])[N:14]([C@@H:11]1[CH2:12][CH2:13][N:9]([CH2:1][C:2]2[CH:7]=[CH:6][CH:5]=[CH:4][CH:3]=2)[CH2:10]1)[CH3:15])([C:23]1[CH:24]=[CH:25][CH:26]=[CH:27][CH:28]=1)[C:16]1[CH:21]=[CH:20][CH:19]=[CH:18][CH:17]=1. Procedure details: To a solution of (R)-(1-benzoyl-pyrrolidin-3-yl)-methyl-amine(0.32 g, 1.68 mmol) in dry CH2Cl2 (5 ml) was added diphenylmethyl isocyanate(0.32 ml, 1.68 mmol) dropwise under nitrogen. The resulting mixture was stirred at room temperature overnight. Removal of solvent under reduced pressure followed by column chromatography using CH2Cl2:CH3OH(15:1) gives 0.65 g of the desired product. Starting materials: [Si](C)(C)(C(C)(C)C)OCCCC(=O)C1=CC=CC=C1 (4-(tert-butyldimethylsilanyloxy)-1-phenylbutan-1-one), FC1=C(C(=O)NN)C=C(C=C1)F (2,5-difluorobenzoic acid hydrazide), C(C)(=O)O (acetic acid), C(C)(=O)O (acetic acid). Solvent: CCO (EtOH). Run at temperature 90 celsius, time 5 hour. Product: [Si](C)(C)(C(C)(C)C)OCCCC(C1=CC=CC=C1)=NNC(C1=C(C=CC(=C1)F)F)=O (2,5-difluorobenzoic acid [4-(tert-butyldimethylsilanyloxy)-1-phenylbutylidene]-hydrazide). As a reaction SMILES: [Si:1]([O:8][CH2:9][CH2:10][CH2:11][C:12]([C:14]1[CH:19]=[CH:18][CH:17]=[CH:16][CH:15]=1)=O)([C:4]([CH3:7])([CH3:6])[CH3:5])([CH3:3])[CH3:2].[F:20][C:21]1[CH:30]=[CH:29][C:28]([F:31])=[CH:27][C:22]=1[C:23]([NH:25][NH2:26])=[O:24].C(O)(=O)C>CCO>[Si:1]([O:8][CH2:9][CH2:10][CH2:11][C:12](=[N:26][NH:25][C:23](=[O:24])[C:22]1[CH:27]=[C:28]([F:31])[CH:29]=[CH:30][C:21]=1[F:20])[C:14]1[CH:19]=[CH:18][CH:17]=[CH:16][CH:15]=1)([C:4]([CH3:7])([CH3:6])[CH3:5])([CH3:3])[CH3:2]. Procedure: To a solution of 4-(tert-butyldimethylsilanyloxy)-1-phenylbutan-1-one (420 mg, 1.5 mmol) in EtOH (4 mL) was added 2,5-difluorobenzoic acid hydrazide (260 mg, 1.5 mmol) and acetic acid (0.07 mL, 1.2 mmol). After stirring the reaction mixture at 90° C. for 5 hours, more acetic acid (0.1 mL) was added. The mixture was stirred at 90° C. for 40 hours and then concentrated under reduced pressure. The mixture of starting material and product was carried forward without further purification. Product: CC1(C)C(C=C(Cl)Cl)C1C(=O)OC(C#N)c1cccc(Oc2ccccc2)c1. As a reaction SMILES: [CH3:2][O:3][CH2:4][CH2:5][O:6][CH2:7][CH2:8][O:9][CH3:10].[CH3:41][O:42][CH2:43][CH2:44][O:45][CH2:46][CH2:47][O:48][CH3:49].[Cl:29][C:30](=[CH:31][CH:32]1[C:33]([CH3:38])([CH3:39])[CH:34]1[C:35](=[O:36])[Cl:37])[Cl:40].[Na:11][C:12]#[N:13].[O:14]([c:15]1[cH:16][cH:17][cH:18][cH:19][cH:20]1)[c:21]1[cH:22][c:23]([CH:24]=[O:25])[cH:26][cH:27][cH:28]1.[OH2:1]>>[C:12](#[N:13])[CH:24]([c:23]1[cH:22][c:21]([O:14][c:15]2[cH:16][cH:17][cH:18][cH:19][cH:20]2)[cH:28][cH:27][cH:26]1)[O:25][C:35]([CH:34]1[CH:32]([CH:31]=[C:30]([Cl:29])[Cl:40])[C:33]1([CH3:38])[CH3:39])=[O:36]. Starting materials: COCCOCCOC, COCCOCCOC, CC1(C)C(C=C(Cl)Cl)C1C(=O)Cl, N#C[Na], O=Cc1cccc(Oc2ccccc2)c1, O. Reactants: ClC1=CC=NC2=CC(=C(C=C12)OC)OC (4-chloro-6,7-dimethoxy-quinoline), FC1=C(C=CC(=C1)C=1N=NC(=CC1)OC1=CC=CC=C1)O (2-Fluoro-4-(6-phenoxy-pyridazin-3-yl)-phenol). Reagents/catalysts: CN(C)C=1C=CN=CC1 (DMAP). The solvent is C1(=CC=CC=C1)C (toluene). Conditions: temperature 180 celsius. Yields the product FC1=C(OC2=CC=NC3=CC(=C(C=C23)OC)OC)C=CC(=C1)C=1N=NC(=CC1)OC1=CC=CC=C1 (4-[2-Fluoro-4-(6-phenoxy-pyridazin-3-yl)-phenoxy]-6,7-dimethoxy-quinoline). Reaction SMILES: Cl[C:2]1[C:11]2[C:6](=[CH:7][C:8]([O:14][CH3:15])=[C:9]([O:12][CH3:13])[CH:10]=2)[N:5]=[CH:4][CH:3]=1.[F:16][C:17]1[CH:22]=[C:21]([C:23]2[N:24]=[N:25][C:26]([O:29][C:30]3[CH:35]=[CH:34][CH:33]=[CH:32][CH:31]=3)=[CH:27][CH:28]=2)[CH:20]=[CH:19][C:18]=1[OH:36]>CN(C1C=CN=CC=1)C.C1(C)C=CC=CC=1>[F:16][C:17]1[CH:22]=[C:21]([C:23]2[N:24]=[N:25][C:26]([O:29][C:30]3[CH:35]=[CH:34][CH:33]=[CH:32][CH:31]=3)=[CH:27][CH:28]=2)[CH:20]=[CH:19][C:18]=1[O:36][C:2]1[C:11]2[C:6](=[CH:7][C:8]([O:14][CH3:15])=[C:9]([O:12][CH3:13])[CH:10]=2)[N:5]=[CH:4][CH:3]=1. Procedure: A mixture of 4-chloro-6,7-dimethoxy-quinoline (0.4 g, 1.79 mmol), 2-fluoro-4-(6-phenoxy-pyridazin-3-yl)-phenol (Step 2, 0.50 g, 1.79 mmol) and DMAP (0.22 g, 1.79 mmol) in 6 mL of toluene (in microwave tube) was heated in a microwave (Personal Chemistry, Emrys Optimizer) at 180° C. for 1 h. Reactants: third, [BH4-].[K+] (potassium borohydride), O (water), C(C)(=O)O (acetic acid), [BH4-].[K+] (potassium borohydride), [BH4-].[K+] (potassium borohydride), OC[C@]12CCC(C=C1CC[C@H]1[C@@H]3CCC[C@@]3(C)CC[C@H]21)=O (19-hydroxyandrost-4-en-3-one). The solvent is C(C)O (ethanol). Reaction conditions: temperature 0 celsius, time 1 hour. Product: O[C@@H]1[C@]2(C)[C@@H](CC1)[C@@H]1CCC3=CC(CC[C@]3(CO)[C@H]1CC2)=O (17β,19-dihydroxyandrost-4-en-3-one). Reaction SMILES: [OH:1][CH2:2][C@@:3]12[C@@H:20]3[C@H:11]([C@H:12]4[C@@:16]([CH2:18][CH2:19]3)([CH3:17])[CH2:15][CH2:14][CH2:13]4)[CH2:10][CH2:9][C:8]1=[CH:7][C:6](=[O:21])[CH2:5][CH2:4]2.[BH4-].[K+].O.C(O)(=[O:27])C>C(O)C>[OH:27][C@H:15]1[CH2:14][CH2:13][C@H:12]2[C@H:11]3[C@H:20]([CH2:19][CH2:18][C@:16]12[CH3:17])[C@:3]1([CH2:2][OH:1])[C:8](=[CH:7][C:6](=[O:21])[CH2:5][CH2:4]1)[CH2:9][CH2:10]3 |f:1.2|. Procedure details: A solution of 150 g of 19-hydroxyandrost-4-en-3-one in 6 liters of ethanol is cooled in an ice bath. To this cold solution is added 13.5 g of potassium borohydride, and the reaction mixture is stirred for two hours at about 0° C after which a second 13.5 g or potassium borohydride is added. Two hours later a third 13.5 g portion of potassium borohydride is added to the reaction mixture which is stirred for an additional one hour then poured into 11 liters of water to which 70 ml of acetic acid i... Reactants: [N+](=O)(O)[O-] (HNO3), C1(CCCC1)N1NC(=C2C1=NC(=NC2=O)CC2=CC=CC=C2)CC (1-cyclopentyl-3-ethyl-6-(phenylmethyl)pyrazolo[3,4-d]pyrimidin-4-one), ice water. Conditions: time 1.5 hour. Yields the product C1(CCCC1)N1NC(=C2C1=NC(=NC2=O)CC2=CC=C(C=C2)[N+](=O)[O-])CC (1-cyclopentyl-3-ethyl-6-(4-nitrophenylmethyl)pyrazolo[3,4-d]pyrimidin-4-one). As a reaction SMILES: [N+:1]([O-:4])(O)=[O:2].[CH:5]1([N:10]2[C:14]3=[N:15][C:16]([CH2:20][C:21]4[CH:26]=[CH:25][CH:24]=[CH:23][CH:22]=4)=[N:17][C:18](=[O:19])[C:13]3=[C:12]([CH2:27][CH3:28])[NH:11]2)[CH2:9][CH2:8][CH2:7][CH2:6]1>>[CH:5]1([N:10]2[C:14]3=[N:15][C:16]([CH2:20][C:21]4[CH:22]=[CH:23][C:24]([N+:1]([O-:4])=[O:2])=[CH:25][CH:26]=4)=[N:17][C:18](=[O:19])[C:13]3=[C:12]([CH2:27][CH3:28])[NH:11]2)[CH2:6][CH2:7][CH2:8][CH2:9]1. Procedure: To 90% HNO3 (95 mL) at -10 to -15° C. was added 1-cyclopentyl-3-ethyl-6-(phenylmethyl)pyrazolo[3,4-d]pyrimidin-4-one (9.62 g, 30 mmol) . The reaction mixture was stirred as such for 1.5 hours, and then was poured into ice water. A precipitate formed which was collected by filtration, recrystallized from ethyl acetate and dried at 100° C. and 0.2 mm Hg to afford 2.31 g of 1-cyclopentyl-3-ethyl-6-(4-nitrophenylmethyl)pyrazolo[3,4-d]pyrimidin-4-one, m.p. 221-223° C. [labelled as Example 25 (a)]. Th... The reactants are ClC1=CC=C(C=2SC3=CC=C(C=C3C(C12)=O)OC)[N+](=O)[O-] (1-chloro-7-methoxy-4-nitro-9H-thioxanthen-9-one), [Cl-].[Al+3].[Cl-].[Cl-] (aluminum chloride). The solvent is ClCCCl (1,2-dichloroethane). Reaction conditions: time 1 hour. Product: ClC1=CC=C(C=2SC3=CC=C(C=C3C(C12)=O)O)[N+](=O)[O-] (1-Chloro-7-hydroxy-4-nitro-9H-thioxanthen-9-one). As a reaction SMILES: [Cl:1][C:2]1[C:15]2[C:14](=[O:16])[C:13]3[C:8](=[CH:9][CH:10]=[C:11]([O:17]C)[CH:12]=3)[S:7][C:6]=2[C:5]([N+:19]([O-:21])=[O:20])=[CH:4][CH:3]=1.[Cl-].[Al+3].[Cl-].[Cl-]>ClCCCl>[Cl:1][C:2]1[C:15]2[C:14](=[O:16])[C:13]3[C:8](=[CH:9][CH:10]=[C:11]([OH:17])[CH:12]=3)[S:7][C:6]=2[C:5]([N+:19]([O-:21])=[O:20])=[CH:4][CH:3]=1 |f:1.2.3.4|. Procedure details: A mixture of 25 g of 1-chloro-7-methoxy-4-nitro-9H-thioxanthen-9-one, 32.1 g of anhydrous aluminum chloride, and 300 ml of 1,2-dichloroethane is heated under reflux for 1.5 hours. The mixture is concentrated, then treated with 640 ml of concentrated HCl. After 1 hour, the slurry is filtered, and then washed with 500 ml of water followed by 300 ml of 2-propanol, to afford the title compound as a gold solid, mp>300° C. The reactants are ClC1=CC(=CC=C1)N=C=O (1-chloro-3-isocyanatobenzene), CC(C(C(=O)OC)NC(=O)C=1SC(=CN1)C1=CC=C(C=C1)[N+](=O)[O-])C (Methyl 3-methyl-2-(5-(4-nitrophenyl)thiazole-2-carboxamido)butanoate). Product: ClC=1C=C(C=CC1)NC(NC1=CC=C(C=C1)C1=CN=C(S1)C(=O)N[C@H](C(=O)OC)C(C)C)=O ((S)-Methyl 2-(5-(4-(3-(3-chlorophenyl)ureido)phenyl)thiazole-2-carboxamido)-3-methylbutanoate). As a reaction SMILES: [Cl:1][C:2]1[CH:7]=[CH:6][CH:5]=[C:4]([N:8]=[C:9]=[O:10])[CH:3]=1.[CH3:11][CH:12]([CH3:35])[CH:13]([NH:18][C:19]([C:21]1[S:22][C:23]([C:26]2[CH:31]=[CH:30][C:29]([N+:32]([O-])=O)=[CH:28][CH:27]=2)=[CH:24][N:25]=1)=[O:20])[C:14]([O:16][CH3:17])=[O:15]>>[Cl:1][C:2]1[CH:3]=[C:4]([NH:8][C:9](=[O:10])[NH:32][C:29]2[CH:30]=[CH:31][C:26]([C:23]3[S:22][C:21]([C:19]([NH:18][C@@H:13]([CH:12]([CH3:35])[CH3:11])[C:14]([O:16][CH3:17])=[O:15])=[O:20])=[N:25][CH:24]=3)=[CH:27][CH:28]=2)[CH:5]=[CH:6][CH:7]=1. Reported procedure: The title compound was synthesized analogous to Example 9, using 1-chloro-3-isocyanatobenzene and intermediate 2. 1HNMR (DMSO-d6, 300 MHz): δ 9.337 (s, 1H), 8.741-8.713 (d, 2H), 8.362 (s, 1H), 8.203-8.144 (t, J=8.7, 9 Hz, 1H), 7.744-7.716 (d, J=8.4 Hz, 2H), 7.581-7.552 (d, J=8.7 Hz, 2H), 7.507-7.463 (d, J=2.7, 11.1 Hz, 1H), 7.266-7.237 (d, J=3.7 Hz, 2H), 4.350-4.299 (t, J=7.5, 7.8 Hz, 1H), 3.681 (s, 3H), 2.306-2.238 (m, 1H), 0.965-0.923 (d, J=6.3 Hz, 6H); MS (ESI) m/z 485 (M−H), 487 (M+H)+. The reactants are CCOC(=O)/N=N/C(=O)OCC (DEAD), C(=O)(OC(C)(C)C)NS(=O)(=O)C1=CC=C(C=C1)C (N-Boc-p-toluenesulfonamide). The solvent is CO (MeOH). Yields the product CN(S(=O)(=O)C1=CC=C(C=C1)C)C(=O)OC(C)(C)C (N-methyl-N-boc-p-toluenesulfonamide). The yield is 85.0%. RXN SMILES: [CH3:1]COC(/N=N/C(OCC)=O)=O.[C:13]([NH:20][S:21]([C:24]1[CH:29]=[CH:28][C:27]([CH3:30])=[CH:26][CH:25]=1)(=[O:23])=[O:22])([O:15][C:16]([CH3:19])([CH3:18])[CH3:17])=[O:14]>CO>[CH3:1][N:20]([C:13]([O:15][C:16]([CH3:19])([CH3:18])[CH3:17])=[O:14])[S:21]([C:24]1[CH:29]=[CH:28][C:27]([CH3:30])=[CH:26][CH:25]=1)(=[O:23])=[O:22]. Procedure: The crude fluorous DEAD reagent 22 was then used in Mitsunobu reactions with N-Boc-p-toluenesulfonamide. Once again, the standard mode of addition gave complete conversion with MeOH and the product, N-methyl-N-boc-p-toluenesulfonamide was isolated in 85% yield after FSPE. However, the allyl alcohol gave only trace conversion of the starting material. The organic fraction after FSPE was mostly starting material. These results are summarized in Table 7.